From a dataset of the Open Reaction Database (ORD), a public repository of structured organic reaction records. describe an organic reaction: reactants, conditions, products, and yield Reactants: CC(C[C@H](C(C(=O)OCC1=CC=CC=C1)(C(=O)OC(C)(C)C)CC#C)C(=O)OCC1=CC=CC=C1)C (1,2-dibenzyl 1-tert.butyl 4-methyl-1-(prop-2-yn-1-yl)-1,1,2(R)-pentanetricarboxylate), N1CCCC1 (pyrrolidine), C=O (paraformaldehyde), C(C)(=O)O (acetic acid), cuprous chloride. Run in O1CCOCC1 (dioxan). Reaction conditions: time 15 minute. The product is CC(C[C@H](C(C(=O)OCC1=CC=CC=C1)(C(=O)OC(C)(C)C)CC#CCN1CCCC1)C(=O)OCC1=CC=CC=C1)C (1,2-dibenzyl 1-tert.butyl 4-methyl-1-(4-pyrrolidinylbut-2-yn-1-yl)-1,1,2(R)-pentanetricarboxylate). As a reaction SMILES: [CH3:1][CH:2]([CH3:36])[CH2:3][C@@H:4]([C:26]([O:28][CH2:29][C:30]1[CH:35]=[CH:34][CH:33]=[CH:32][CH:31]=1)=[O:27])[C:5]([CH2:23][C:24]#[CH:25])([C:16]([O:18][C:19]([CH3:22])([CH3:21])[CH3:20])=[O:17])[C:6]([O:8][CH2:9][C:10]1[CH:15]=[CH:14][CH:13]=[CH:12][CH:11]=1)=[O:7].[NH:37]1[CH2:41][CH2:40][CH2:39][CH2:38]1.C=O.[C:44](O)(=O)C>O1CCOCC1>[CH3:1][CH:2]([CH3:36])[CH2:3][C@@H:4]([C:26]([O:28][CH2:29][C:30]1[CH:31]=[CH:32][CH:33]=[CH:34][CH:35]=1)=[O:27])[C:5]([CH2:23][C:24]#[C:25][CH2:44][N:37]1[CH2:41][CH2:40][CH2:39][CH2:38]1)([C:16]([O:18][C:19]([CH3:22])([CH3:21])[CH3:20])=[O:17])[C:6]([O:8][CH2:9][C:10]1[CH:15]=[CH:14][CH:13]=[CH:12][CH:11]=1)=[O:7]. Procedure details: A mixture of 0.501 g of 1,2-dibenzyl 1-tert.butyl 4-methyl-1-(prop-2-yn-1-yl)-1,1,2(R)-pentanetricarboxylate, 0.17 ml of pyrrolidine, 0.083 g of paraformaldehyde, 0.39 ml of glacial acetic acid and 0.004 g of cuprous chloride in 7 ml of dioxan was stirred at room temperature under a nitrogen atmosphere for 15 minutes and then heated to reflux for 2 hours. The mixture was then stirred at room temperature for a further 2 hours and evaporated, and the residue was partitioned between water and dichl...